Dataset: the Open Reaction Database (ORD), a public repository of structured organic reaction records. Task: describe an organic reaction: reactants, conditions, products, and yield The reactants are C(CCC)(=O)OC1=CC=C2C=C(C(OC2=C1CC=C)=O)CC (7-butyroyloxy-3-ethyl-8-(2-propenyl)coumarin), crude mixture. Reported procedure: 7-Butyroyloxy-3-ethyl-8-(2-propenyl)coumarin (Step B; 95 mg) dissolved in methanol was reacted with 10% Pd/C under an atmosphere of hydrogen gas for several hours. The crude mixture was loaded directly onto a flash column containing silica gel and eluted with 20% ethyl acetate/hexane. This provided the title compound. RXN SMILES: C([O:6][C:7]1[C:16]([CH2:17][CH:18]=[CH2:19])=[C:15]2[C:10]([CH:11]=[C:12]([CH2:21][CH3:22])[C:13](=[O:20])[O:14]2)=[CH:9][CH:8]=1)(=O)CCC>CO.[Pd]>[CH2:21]([C:12]1[C:13](=[O:20])[O:14][C:15]2[C:10]([CH:11]=1)=[CH:9][CH:8]=[C:7]([OH:6])[C:16]=2[CH2:17][CH2:18][CH3:19])[CH3:22]. Product: C(C)C=1C(OC2=C(C(=CC=C2C1)O)CCC)=O (3-ethyl-7-hydroxy-8-propylcoumarin). Reagents/catalysts: [Pd] (Pd/C). Run in CO (methanol). Starting materials: Cl.Cl.N1CCC(CC1)\C=C/1\C(=NC(S1)=O)NCC#C ((5Z)-5-(piperidin-4-ylmethylidene)-4-(prop-2-yn-1-ylamino)-1,3-thiazol-2(5H)-one dihydrochloride), FC1=C(C=O)C(=CC=C1)C(F)(F)F (2-fluoro-6-(trifluoromethyl)benzaldehyde), C(O)([O-])=O.[Na+] (sodium hydrogen carbonate), C(C)(=O)O[BH-](OC(C)=O)OC(C)=O.[Na+] (sodium triacetoxyborohydride). Solvent: CN(C)C=O (DMF), C(C)N(CC)CC (triethylamine). Reaction conditions: time 1 hour. Product: FC1=C(CN2CCC(CC2)\C=C/2\C(=NC(S2)=O)NCC#C)C(=CC=C1)C(F)(F)F ((5Z)-5-({1-[2-fluoro-6-(trifluoromethyl)benzyl]piperidin-4-yl}methylidene)-4-(prop-2-yn-1-ylamino)-1,3-thiazol-2(5H)-one). Yield: 31.4%. RXN SMILES: Cl.Cl.[NH:3]1[CH2:8][CH2:7][CH:6](/[CH:9]=[C:10]2/[C:11]([NH:16][CH2:17][C:18]#[CH:19])=[N:12][C:13](=[O:15])[S:14]/2)[CH2:5][CH2:4]1.[F:20][C:21]1[CH:28]=[CH:27][CH:26]=[C:25]([C:29]([F:32])([F:31])[F:30])[C:22]=1[CH:23]=O.C(O[BH-](OC(=O)C)OC(=O)C)(=O)C.[Na+].C(=O)([O-])O.[Na+]>CN(C=O)C.C(N(CC)CC)C>[F:20][C:21]1[CH:28]=[CH:27][CH:26]=[C:25]([C:29]([F:30])([F:31])[F:32])[C:22]=1[CH2:23][N:3]1[CH2:8][CH2:7][CH:6](/[CH:9]=[C:10]2/[C:11]([NH:16][CH2:17][C:18]#[CH:19])=[N:12][C:13](=[O:15])[S:14]/2)[CH2:5][CH2:4]1 |f:0.1.2,4.5,6.7|. Procedure details: To a solution of (5Z)-5-(piperidin-4-ylmethylidene)-4-(prop-2-yn-1-ylamino)-1,3-thiazol-2(5H)-one dihydrochloride (200 mg) in DMF (3 mL) were added triethylamine (0.35 mL) and 2-fluoro-6-(trifluoromethyl)benzaldehyde (123 mg). The reaction mixture was stirred at room temperature for 1 hr, and sodium triacetoxyborohydride (554 mg) was added. The reaction mixture was stirred at room temperature overnight, saturated aqueous sodium hydrogen carbonate solution was added, and the mixture was extracted... Reactants: N(N)C1=CC=C(C#N)C=C1 (4-hydrazinobenzonitril), C(C)CCCC(=O)CC(=O)[O-] (ethylbutyrylacetate). Yields the product O=C1CC(=NN1C1=CC=C(C#N)C=C1)CCC (4-(4,5-dihydro-5-oxo-3-propyl-1H-pyrazol-1-yl)-benzonitrile). As a reaction SMILES: [NH:1]([C:3]1[CH:10]=[CH:9][C:6]([C:7]#[N:8])=[CH:5][CH:4]=1)[NH2:2].[CH2:11]([CH2:13][CH2:14][CH2:15][C:16](CC([O-])=O)=[O:17])[CH3:12]>>[O:17]=[C:16]1[N:1]([C:3]2[CH:10]=[CH:9][C:6]([C:7]#[N:8])=[CH:5][CH:4]=2)[N:2]=[C:14]([CH2:13][CH2:11][CH3:12])[CH2:15]1. Reported procedure: From the reaction of 4-hydrazinobenzonitril and ethylbutyrylacetate, 4-(4,5-dihydro-5-oxo-3-propyl-1H-pyrazol-1-yl)-benzonitrile is obtained. Subsequent reaction with 2-ethylaniline yields 4-(4-(2-ethylanilinomethylene)-4,5-dihydro-5-oxo-3-propyl-1H-pyrazol-1-yl)-benzonitrile, Mp 196.7° C. The reactants are O1CCOC12CCC(CC2)N2C(NC1=C2C=CC=C1)=O (1-(1,4-dioxaspiro[4.5]decan-8-yl)-1H-benzo[d]imidazol-2(3H)-one), CC(=O)C (acetone), CC1=CC=C(C=C1)S(=O)(=O)[O-].C1=CC=[NH+]C=C1 (PPTS). Run in O (water), O (Water). Product: O=C1CCC(CC1)N1C(NC2=C1C=CC=C2)=O (1-(4-oxocyclohexyl)-1H-benzo[d]imidazol-2(3H)-one). Yield: 74.1%. As a reaction SMILES: O1[C:5]2([CH2:10][CH2:9][CH:8]([N:11]3[C:15]4[CH:16]=[CH:17][CH:18]=[CH:19][C:14]=4[NH:13][C:12]3=[O:20])[CH2:7][CH2:6]2)[O:4]CC1.CC(C)=O.CC1C=CC(S([O-])(=O)=O)=CC=1.C1C=C[NH+]=CC=1>O>[O:4]=[C:5]1[CH2:10][CH2:9][CH:8]([N:11]2[C:15]3[CH:16]=[CH:17][CH:18]=[CH:19][C:14]=3[NH:13][C:12]2=[O:20])[CH2:7][CH2:6]1 |f:2.3|. Procedure: To a flask charged with 1-(1,4-dioxaspiro[4.5]decan-8-yl)-1H-benzo[d]imidazol-2(3H)-one (1.100 g, 4.01 mmol) were added acetone (7.29 mL) and water (0.729 mL) followed by PPTS (1.310 g, 5.21 mmol). The resulting light brown solution was heated at reflux overnight. Water was then added to the mixture leading to an oiling out of the organics. The mixture was transferred to a separatory funnel and extracted with EtOAc (2×). The combined organic layers were dried with Na2SO4, filtered, and dried und... Reactants: CC1=NOC(=C1)C1=CC=C(C=C1)C(F)(F)F (3-Methyl-5-[4-(trifluoromethyl)phenyl]isoxazole), [H][H] (hydrogen). Reagents/catalysts: [Pt](=O)=O (platinum(IV) oxide). The solvent is C(C)O (ethanol). Yields the product NC(=CC(=O)C1=CC=C(C=C1)C(F)(F)F)C (3-Amino-1-[4-(trifluoromethyl)phenyl]but-2-en-1-one). Reaction SMILES: [CH3:1][C:2]1[CH:6]=[C:5]([C:7]2[CH:12]=[CH:11][C:10]([C:13]([F:16])([F:15])[F:14])=[CH:9][CH:8]=2)[O:4][N:3]=1.[H][H]>[Pt](=O)=O.C(O)C>[NH2:3][C:2]([CH3:1])=[CH:6][C:5]([C:7]1[CH:12]=[CH:11][C:10]([C:13]([F:14])([F:15])[F:16])=[CH:9][CH:8]=1)=[O:4]. Procedure details: 3-Methyl-5-[4-(trifluoromethyl)phenyl]isoxazole (1.8 g, 7.92 mmol) is introduced into 20 ml of ethanol, platinum(IV) oxide catalyst (180 mg) is added, and the mixture is then hydrogenated under atmospheric pressure hydrogen for 12 h. The catalyst is filtered off, and the filtrate is concentrated. 1.72 g (94% of theory) of the title compound are obtained as a white solid. The reactants are C(C)(=O)O (acetic acid), C1=CC(=C(C=2C1=NSN2)NC3=NCCN3)Cl (tizanidine). Run in CC(=O)C (acetone). Run at temperature 2.5 celsius. Yields the product C1=CC(=C(C=2C1=NSN2)NC3=NCCN3)Cl.C(C)(=O)[O-] (tizanidine acetate). Yield: 95.5%. Reaction SMILES: [C:1]([OH:4])(=[O:3])[CH3:2].[CH:5]1[C:10]2=[N:11][S:12][N:13]=[C:9]2[C:8]([NH:14][C:15]2[NH:19][CH2:18][CH2:17][N:16]=2)=[C:7]([Cl:20])[CH:6]=1>CC(C)=O>[CH:5]1[C:10]2=[N:11][S:12][N:13]=[C:9]2[C:8]([NH:14][C:15]2[NH:19][CH2:18][CH2:17][N:16]=2)=[C:7]([Cl:20])[CH:6]=1.[C:1]([O-:4])(=[O:3])[CH3:2] |f:3.4|. Reported procedure: To 60 ml of acetic acid 40 g of the tizanidine base (99.15% HPLC) are gradually added under stirring and heating until a yellow solution is obtained at 70 to 80° C., to which 200 ml of acetone are added. Shortly thereafter crystallization begins. After cooling to 0 to 5° C. and aspiration 47.25 g of tizanidine acetate (i.e. 95.5% th.) are obtained.